This data is from the Open Reaction Database (ORD), a public repository of structured organic reaction records. The task is: describe an organic reaction: reactants, conditions, products, and yield Product: FC1=C(C=CC(=C1)F)NC(C(C1=NN=NN1CCCCCCCCCCCC)C1=CC=CC=C1)=O ((±)-N-(2,4-Difluorophenyl)-1-dodecyl-α-phenyl-1H-tetrazole-5-acetamide). Procedure details: The compound from (a) above (1.5 g; 4.5 mmoles) was dissolved in tetrahydrofuran (20 mL), cooled to -20° C., and then treated dropwise with n-butyllithium (2.8 mL; 4.5 moles) for over 5 minutes. The solution was stirred for 5 minutes before adding 2,4-difluorophenyl isocyanate (0.7 g; 4.5 moles). The ice bath was removed and the solution gradually warmed to room temperature over 30 minutes, at which time the reaction was quenched with water (20 mL) and diluted with ethyl acetate. The layers were... Conditions: temperature -20 celsius, time 5 minute. RXN SMILES: [CH2:1]([C:8]1[N:12]([CH2:13][CH2:14][CH2:15][CH2:16][CH2:17][CH2:18][CH2:19][CH2:20][CH2:21][CH2:22][CH2:23][CH3:24])[N:11]=[N:10][N:9]=1)[C:2]1[CH:7]=[CH:6][CH:5]=[CH:4][CH:3]=1.C([Li])CCC.[F:30][C:31]1[CH:36]=[C:35]([F:37])[CH:34]=[CH:33][C:32]=1[N:38]=[C:39]=[O:40]>O1CCCC1.CCCCCC>[F:30][C:31]1[CH:36]=[C:35]([F:37])[CH:34]=[CH:33][C:32]=1[NH:38][C:39](=[O:40])[CH:1]([C:2]1[CH:3]=[CH:4][CH:5]=[CH:6][CH:7]=1)[C:8]1[N:12]([CH2:13][CH2:14][CH2:15][CH2:16][CH2:17][CH2:18][CH2:19][CH2:20][CH2:21][CH2:22][CH2:23][CH3:24])[N:11]=[N:10][N:9]=1. Solvent: CCCCCC (hexane), O1CCCC1 (tetrahydrofuran). Starting materials: C(CCC)[Li] (n-butyllithium), C(C1=CC=CC=C1)C1=NN=NN1CCCCCCCCCCCC (5-Benzyl-1-dodecyl-1H-tetrazole), FC1=C(C=CC(=C1)F)N=C=O (2,4-difluorophenyl isocyanate). Reactants: C(C)(C)[Mg]Br (isopropyl magnesium bromide), C(C)(C)[Mg]Br (isopropyl magnesium bromide), ClC1=C(C(=C(C(=C1F)F)F)F)F (chloropentafluorobenzene), ClC1=C(C(=C(C(=C1F)F)F)F)F (chloropentafluorobenzene), BrC1=C(C(=C(C(=C1F)F)F)F)F (bromopentafluorobenzene), BrC1=C(C(=C(C(=C1F)F)F)F)F (bromopentafluorobenzene), C(C)(C)[Mg]Br (isopropyl magnesium bromide), C(C)(C)[Mg]Br (isopropyl magnesium bromide). Solvent: C(C)OCC (diethyl ether). Reaction conditions: time 7.5 hour. Product: C1(=C(F)C(F)=C(F)C(F)=C1F)[Mg]Br (C6F5MgBr). Reaction SMILES: C([Mg:4][Br:5])(C)C.Cl[C:7]1[C:12]([F:13])=[C:11]([F:14])[C:10]([F:15])=[C:9]([F:16])[C:8]=1[F:17].BrC1C(F)=C(F)C(F)=C(F)C=1F>C(OCC)C>[C:7]1([Mg:4][Br:5])[C:12]([F:13])=[C:11]([F:14])[C:10]([F:15])=[C:9]([F:16])[C:8]=1[F:17]. Procedure details: To a diethyl ether solution of isopropyl magnesium bromide, chloropentafluorobenzene is added at 0° C. to 40° C. under nitrogen with stirring in a period of thirty minutes, such that the isopropyl magnesium bromide is in 1.03 to 1.05 molar excess of the chloropentafluorobenzene. The mixture is stirred at 47° C. to 53° C.; after 5 to 10 hours, bromopentafluorobenzene is added to react with the excess isopropyl magnesium bromide, and the mixture is stirred at 25° C. for 1 hour. Any excess bromopen... The reactants are CCCC(C)C1(C(=O)NC(=NC1=O)[O-])CC.[Na+] (sodium pentobarbitone), 8816A, C(CCC\C=C/C\C=C/C\C=C/C\C=C/CCCCC)(=O)O (Arachidonic acid). The solvent is C([O-])([O-])=O.[Na+].[Na+] (sodium carbonate), C(C)O (ethanol). Reaction conditions: time 30 minute. Product: C(CCC\C=C/C\C=C/C\C=C/C\C=C/CCCCC)(=O)[O-].[Na+] (sodium arachidonate). As a reaction SMILES: CCCC(C1(CC)C(=O)N=C([O-])NC1=O)C.[Na+:17].[C:18]([OH:39])(=[O:38])[CH2:19][CH2:20][CH2:21]/[CH:22]=[CH:23]\[CH2:24]/[CH:25]=[CH:26]\[CH2:27]/[CH:28]=[CH:29]\[CH2:30]/[CH:31]=[CH:32]\[CH2:33][CH2:34][CH2:35][CH2:36][CH3:37]>C(O)C.C(=O)([O-])[O-].[Na+].[Na+]>[C:18]([O-:39])(=[O:38])[CH2:19][CH2:20][CH2:21]/[CH:22]=[CH:23]\[CH2:24]/[CH:25]=[CH:26]\[CH2:27]/[CH:28]=[CH:29]\[CH2:30]/[CH:31]=[CH:32]\[CH2:33][CH2:34][CH2:35][CH2:36][CH3:37].[Na+:17] |f:0.1,4.5.6,7.8|. Procedure details: Male albino guinea pigs weighing 400-600 g each (Dunkin Hartley strain) were anesthetized by administration of sodium pentobarbitone, 60 mg/kg intraperitoneally. The trachea was cannulated for artificial ventilation by a Starling pump (5-8 ml at 72 strokes per minute) via a Fleisch 0000 pneumatachograph. The difference in pressure across this device was measured with a Grass differential pressure transducer. This gives a flow signal which was fed into a Hewlett-Packard 8816A analogue computer. T... The reactants are O=C1COCc2ccccc21, C=C1CCC2(CC1)OCCO2, O=C1CCC2(CC1)OCCO2. Product: C=C1COCc2ccccc21. RXN SMILES: [CH2:12]1[O:13][CH2:14][C:15](=[O:22])[c:16]2[cH:17][cH:18][cH:19][cH:20][c:21]21.[CH2:1]=[C:2]1[CH2:3][CH2:4][C:5]2([O:6][CH2:7][CH2:8][O:9]2)[CH2:10][CH2:11]1.[O:23]1[C:24]2([CH2:25][CH2:26][C:27](=[O:28])[CH2:29][CH2:30]2)[O:31][CH2:32][CH2:33]1>>[CH2:1]=[C:15]1[CH2:14][O:13][CH2:12][c:21]2[c:16]1[cH:17][cH:18][cH:19][cH:20]2. Reactants: C(Cl)(Cl)Cl (Chloroform), Ca(OH)2, C(=O)([O-])[O-].[K+].[K+] (K2CO3), ClC1=C(C=CC=C1C(F)(F)F)O (2-chloro-3-(trifluoromethyl)phenol), Cl (HCl). Solvent: O (H2O). Product: ClC=1C(=C(C=O)C=CC1O)C(F)(F)F (3-Chloro-4-hydroxy-2-(trifluoromethyl)benzaldehyde). Yield: 11.7%. Reaction SMILES: C(Cl)(Cl)Cl.[C:5]([O-])([O-])=[O:6].[K+].[K+].[Cl:11][C:12]1[C:17]([C:18]([F:21])([F:20])[F:19])=[CH:16][CH:15]=[CH:14][C:13]=1[OH:22].Cl>O>[Cl:11][C:12]1[C:17]([C:18]([F:20])([F:21])[F:19])=[C:16]([CH:15]=[CH:14][C:13]=1[OH:22])[CH:5]=[O:6] |f:1.2.3|. Reported procedure: Chloroform (6.7 g, 2.0 eq.) was added dropwise to a stirred mixture of Ca(OH)2 (8.95 g, 120 mmol.), K2CO3 (13.5 g, 98 mmol.), 2-chloro-3-(trifluoromethyl)phenol (5.0 g, 22 mmol.), and H2O (50 mL) at 60-70° C. over 2 h. The reaction mixture was cooled, and acidified with conc. HCl. The product was extracted into EtOAc and dried over Na2SO4. Solvent was evaporated, the crude product was separated and purified through a silica column, eluting with hexane and EtOAc (3:2) to give 580 mg (10%) of the ...